This data is from the Open Reaction Database (ORD), a public repository of structured organic reaction records. The task is: describe an organic reaction: reactants, conditions, products, and yield Starting materials: compound, COC=1C=C(C=C(C1OC)OC)CC1(SCCCS1)CC1=CC(=C(C(=C1)OC)OC)OC (2,2-bis(3,4,5-trimethoxyphenylmethyl)-1,3-dithiane), CO (methanol), IC (iodomethane). Run at temperature 40 celsius, time 24 hour. Product: COC=1C=C(C=C(C1OC)OC)CC(=O)CC1=CC(=C(C(=C1)OC)OC)OC (1,3-bis(3,4,5-trimethoxyphenyl)acetone). As a reaction SMILES: [CH3:1][O:2][C:3]1[CH:4]=[C:5]([CH2:13][C:14]2([CH2:20][C:21]3[CH:26]=[C:25]([O:27][CH3:28])[C:24]([O:29][CH3:30])=[C:23]([O:31][CH3:32])[CH:22]=3)SCCCS2)[CH:6]=[C:7]([O:11][CH3:12])[C:8]=1[O:9][CH3:10].IC.C[OH:36]>>[CH3:1][O:2][C:3]1[CH:4]=[C:5]([CH2:13][C:14]([CH2:20][C:21]2[CH:26]=[C:25]([O:27][CH3:28])[C:24]([O:29][CH3:30])=[C:23]([O:31][CH3:32])[CH:22]=2)=[O:36])[CH:6]=[C:7]([O:11][CH3:12])[C:8]=1[O:9][CH3:10]. Reported procedure: A solution of 72 g of the compound prepared in (b) above in 96% aqueous methanol was heated to 40° C., after which time 50 ml of iodomethane was added. The reaction mixture was then stirred for 24 hours, while the temperature was maintained at 40° C. The solvent was then evaporated to give an oily residue which was crystallized from a mixture of ethyl acetate and petroleum ether to yield a solid. Reactants: NC(=O)CNC(=O)OCC1c2ccccc2-c2ccccc21, CO, COc1ccc(C=Cc2cc(OC)c(OC)c(OC)c2)cc1N, [Na+], [Na+], [OH-], O=C([O-])O. The product is NCC(N)=O, COc1ccc(C=Cc2cc(OC)c(OC)c(OC)c2)cc1N. As a reaction SMILES: [C:1]([O:2][CH2:3][CH:4]1[c:5]2[c:6]([cH:7][cH:8][cH:9][cH:10]2)-[c:11]2[c:12]1[cH:13][cH:14][cH:15][cH:16]2)(=[O:17])[NH:18][CH2:19][C:20](=[O:21])[NH2:22].[CH3:53][OH:54].[NH2:23][c:24]1[cH:25][c:26]([CH:32]=[CH:33][c:34]2[cH:35][c:36]([O:44][CH3:45])[c:37]([O:42][CH3:43])[c:38]([O:40][CH3:41])[cH:39]2)[cH:27][cH:28][c:29]1[O:30][CH3:31].[Na+:47].[Na+:48].[OH-:46].[OH:49][C:50](=[O:51])[O-:52]>>[NH2:18][CH2:19][C:20](=[O:21])[NH2:22].[NH2:23][c:24]1[cH:25][c:26]([CH:32]=[CH:33][c:34]2[cH:35][c:36]([O:44][CH3:45])[c:37]([O:42][CH3:43])[c:38]([O:40][CH3:41])[cH:39]2)[cH:27][cH:28][c:29]1[O:30][CH3:31]. The reactants are O1CCOCC1 (dioxane), Cl (hydrochloric acid), SC(C)O (mercaptoethanol), N([C@@H](CC1=CNC2=CC=CC=C12)C(=O)N[C@@H](CCSC)C(=O)N[C@@H](CC(O)=O)C(=O)N[C@H](C1=CC=CC=C1)C(=O)N)C(=O)OC(C)(C)C (BOC-Trp-Met-Asp-D-Phg-NH2). Run in CCOCC (ether). Yields the product N[C@@H](CC1=CNC2=CC=CC=C12)C(=O)N[C@@H](CCSC)C(=O)N[C@@H](CC(O)=O)C(=O)N[C@H](C1=CC=CC=C1)C(=O)N (H-Trp-Met-Asp-D-Phg-NH2). Yield: 7.7%. RXN SMILES: [NH:1](C(OC(C)(C)C)=O)[C@H:2]([C:13]([NH:15][C@H:16]([C:21]([NH:23][C@H:24]([C:29]([NH:31][C@@H:32]([C:39]([NH2:41])=[O:40])[C:33]1[CH:38]=[CH:37][CH:36]=[CH:35][CH:34]=1)=[O:30])[CH2:25][C:26](=[O:28])[OH:27])=[O:22])[CH2:17][CH2:18][S:19][CH3:20])=[O:14])[CH2:3][C:4]1[C:12]2[C:7](=[CH:8][CH:9]=[CH:10][CH:11]=2)[NH:6][CH:5]=1.O1CCOCC1.Cl.SC(O)C>CCOCC>[NH2:1][C@H:2]([C:13]([NH:15][C@H:16]([C:21]([NH:23][C@H:24]([C:29]([NH:31][C@@H:32]([C:39]([NH2:41])=[O:40])[C:33]1[CH:38]=[CH:37][CH:36]=[CH:35][CH:34]=1)=[O:30])[CH2:25][C:26](=[O:27])[OH:28])=[O:22])[CH2:17][CH2:18][S:19][CH3:20])=[O:14])[CH2:3][C:4]1[C:12]2[C:7](=[CH:8][CH:9]=[CH:10][CH:11]=2)[NH:6][CH:5]=1. Reported procedure: 6.0 g (88.8 mmoles) of BOC-Trp-Met-Asp-D-Phg-NH2, prepared as described in Example 1, Step 7, are treated with 60 ml of a dioxane solution of hydrochloric acid in the presence of 3.1 ml (44 mmoles) of mercaptoethanol. After 15 minutes the reaction mixture is diluted with dry ether, and the separated solids are filtered off. The resulting 6.23 g. of hydrochloride, containing a large excess of hydrochloric acid, is suspended in 150 ml of water, the suspension is neutralized (pH=7) with triethylami... Reactants: C(=O)(OCC)C1C(CCC1)=O (2-Carboethoxycyclopentanone), C(C)I (ethyl iodide), [H-] (hydride). Yields the product C(=O)(OCC)C1(C(CCC1)=O)CC (2-carboethoxy-2-ethyl-cyclopentanone). Procedure details: 2-Carboethoxycyclopentanone is reacted with ethyl iodide in the presence ofsodium hydride to produce 2-carboethoxy-2-ethyl-cyclopentanone. RXN SMILES: [C:1]([CH:6]1[CH2:10][CH2:9][CH2:8][C:7]1=[O:11])([O:3][CH2:4][CH3:5])=[O:2].[CH2:12](I)[CH3:13].[H-]>>[C:1]([C:6]1([CH2:12][CH3:13])[CH2:10][CH2:9][CH2:8][C:7]1=[O:11])([O:3][CH2:4][CH3:5])=[O:2]. The reactants are FC1=C(C=CC=C1)C1=NCC(N(C2=C1C=C(C=C2)NC(=O)NCCO)C)=O (1-[5-(o-fluorophenyl)-2,3-dihydro-1-methyl-2-oxo-1H-1,4-benzodiazepin-7-yl]-3-(2-hydroxyethyl)urea), C(C)(=O)Cl (acetyl chloride), C([O-])([O-])=O.[K+].[K+] (potassium carbonate). Solvent: C(C)#N (acetonitrile). Yields the product C(C)(=O)OCCNC(=O)NC=1C=CC2=C(C(=NCC(N2C)=O)C2=C(C=CC=C2)F)C1 (2-[3-[5-(o-fluorophenyl)-2,3-dihydro-1-methyl-2-oxo-1H-1,4-benzodiazepin-7-yl]-ureido]ethyl acetate). Reaction SMILES: [F:1][C:2]1[CH:7]=[CH:6][CH:5]=[CH:4][C:3]=1[C:8]1[C:14]2[CH:15]=[C:16]([NH:19][C:20]([NH:22][CH2:23][CH2:24][OH:25])=[O:21])[CH:17]=[CH:18][C:13]=2[N:12]([CH3:26])[C:11](=[O:27])[CH2:10][N:9]=1.[C:28](Cl)(=[O:30])[CH3:29].C(=O)([O-])[O-].[K+].[K+]>C(#N)C>[C:28]([O:25][CH2:24][CH2:23][NH:22][C:20]([NH:19][C:16]1[CH:17]=[CH:18][C:13]2[N:12]([CH3:26])[C:11](=[O:27])[CH2:10][N:9]=[C:8]([C:3]3[CH:4]=[CH:5][CH:6]=[CH:7][C:2]=3[F:1])[C:14]=2[CH:15]=1)=[O:21])(=[O:30])[CH3:29] |f:2.3.4|. Procedure: 11.1 g (0.03 M) of 1-[5-(o-fluorophenyl)-2,3-dihydro-1-methyl-2-oxo-1H-1,4-benzodiazepin-7-yl]-3-(2-hydroxyethyl)urea are stirred at room temperature for 18 hours in 150 ml of acetonitrile with 3.9 ml of acetyl chloride and 9 g of powdered potassium carbonate. The mixture is concentrated on a rotary evaporator and the residue is purified on a 500 g silica gel column using methylene chloride/ethanol as the eluting agent. After crystallisation from ethyl acetate, there is obtained 2-[3-[5-(o-fluor... Starting materials: NC1=CC=C(CNC(=O)NNC(=O)OC(C)(C)C)C=C1 (tert-butyl 2-[(4-aminobenzyl)carbamoyl]hydrazinecarboxylate), C(=O)C=1N=C(SC1)NC(C)=O (N-(4-formyl-1,3-thiazol-2-yl)acetamide), O1CCCC1 (tetrahydrofuran). Yields the product C(C)(=O)NC=1SC=C(N1)C=NC1=CC=C(C(=O)NC(=O)NNC(=O)OC(C)(C)C)C=C1 (tert-butyl 2-{[4-({[2-(acetylamino)-1,3-thiazol-4-yl]methylidene}amino)benzoyl]carbamoyl}hydrazinecarboxylate). Reaction SMILES: [NH2:1][C:2]1[CH:20]=[CH:19][C:5]([CH2:6][NH:7][C:8]([NH:10][NH:11][C:12]([O:14][C:15]([CH3:18])([CH3:17])[CH3:16])=[O:13])=[O:9])=[CH:4][CH:3]=1.[CH:21]([C:23]1[N:24]=[C:25]([NH:28][C:29](=[O:31])[CH3:30])[S:26][CH:27]=1)=O.[O:32]1CCCC1>>[C:29]([NH:28][C:25]1[S:26][CH:27]=[C:23]([CH:21]=[N:1][C:2]2[CH:3]=[CH:4][C:5]([C:6]([NH:7][C:8]([NH:10][NH:11][C:12]([O:14][C:15]([CH3:16])([CH3:17])[CH3:18])=[O:13])=[O:9])=[O:32])=[CH:19][CH:20]=2)[N:24]=1)(=[O:31])[CH3:30]. Reported procedure: To a solution of tert-butyl 2-[(4-aminobenzyl)carbamoyl]hydrazinecarboxylate (700.7 mg, 2.500 mmol) in anhydrous tetrahydrofuran (10 ml) was added N-(4-formyl-1,3-thiazol-2-yl)acetamide (425.5 mg, 2.500 mmol). The mixture was heated under reflux for 1 hr, cooled to room temperature, and concentrated under reduced pressure. Tetrahydrofuran (5 ml) and tert-butyl methyl ether (10 ml) were added to the residue and the mixture was stirred. The resulting solid was collected by filtration, washed twice... Reactants: C(C=C)OC(C(NC(=O)OC(C)(C)C)CCN1C(C=2C(C1=O)=CC=CC2)=O)=O ((±)-N-(tert-butoxycarbonyl)-2-(2-phthalimidoethyl)glycine allyl ester), FC(OC1=CC=C(C=C1)S(=O)(=O)Cl)(F)F (4-trifluoromethoxybenzenesulfonyl chloride), C(C1=CC=CC=C1)OC(C(NC(=O)OC(C)(C)C)CCN1C(C=2C(C1=O)=CC=CC2)=O)=O ((±)-N-(tert-butoxycarbonyl)-2-(2-phthalimidoethyl)glycine benzyl ester), product. Product: O(C1=CC=CC=C1)C1=CC=C(C=C1)S(=O)(=O)Cl (4-phenoxybenzenesulfonyl chloride), C(C1=CC=CC=C1)OC(C(NS(=O)(=O)C1=CC=C(C=C1)OC(F)(F)F)CCN1C(C=2C(C1=O)=CC=CC2)=O)=O ((±)-2-(2-Phthalimidoethyl)-N-(4-trifluoromethoxybenzensulfonyl)glycine Benzyl Ester). Isolated yield 52.0%. As a reaction SMILES: [CH2:1]([O:8][C:9](=[O:32])[CH:10]([CH2:19][CH2:20][N:21]1[C:25](=[O:26])[C:24]2=[CH:27][CH:28]=[CH:29][CH:30]=[C:23]2[C:22]1=[O:31])[NH:11]C(OC(C)(C)C)=O)[C:2]1[CH:7]=[CH:6][CH:5]=[CH:4][CH:3]=1.C(OC(=O)C(CCN1C(=O)C2=CC=CC=C2C1=O)NC(OC(C)(C)C)=O)C=C.[F:61][C:62]([F:75])([F:74])[O:63][C:64]1[CH:69]=[CH:68][C:67]([S:70]([Cl:73])(=[O:72])=[O:71])=[CH:66][CH:65]=1>>[O:63]([C:64]1[CH:69]=[CH:68][C:67]([S:70]([Cl:73])(=[O:72])=[O:71])=[CH:66][CH:65]=1)[C:62]1[CH:6]=[CH:7][CH:2]=[CH:3][CH:4]=1.[CH2:1]([O:8][C:9](=[O:32])[CH:10]([CH2:19][CH2:20][N:21]1[C:22](=[O:31])[C:23]2=[CH:30][CH:29]=[CH:28][CH:27]=[C:24]2[C:25]1=[O:26])[NH:11][S:70]([C:67]1[CH:66]=[CH:65][C:64]([O:63][C:62]([F:61])([F:74])[F:75])=[CH:69][CH:68]=1)(=[O:72])=[O:71])[C:2]1[CH:7]=[CH:6][CH:5]=[CH:4][CH:3]=1. Procedure details: In a similar manner to the procedures described in Example 1(2)-a and b, reactions were carried out using (±)-N-(tert-butoxycarbonyl)-2-(2-phthalimidoethyl)glycine benzyl ester, the product of Example 19(1), instead of (±)-N-(tert-butoxycarbonyl)-2-(2-phthalimidoethyl)glycine allyl ester, and using 4-trifluoromethoxybenzenesulfonyl chloride, instead of 4-phenoxybenzenesulfonyl chloride, to afford the desired compound (yield 52%) as a yellow powder. Reactants: B(Br)(Br)Br (BBr3), ClC1=C2C(=C(C(NC2=CC(=C1)Cl)=O)O)C1=C(C=CC(=C1)Cl)OC (5,7-dichloro-4-(5-chloro-2-methoxyphenyl)-3-hydroxy-2(1H)-quinolinone), O (water). Solvent: C(Cl)Cl (methylene chloride). Conditions: temperature -78 celsius, time 3 hour. The product is ClC1=C2C(=C(C(NC2=CC(=C1)Cl)=O)O)C1=C(C=CC(=C1)Cl)O (5,7-Dichloro-4-(5-chloro-2-hydroxyphenyl)-3-hydroxy-2(1H)-quinolinone). Yield: 100.5%. Reaction SMILES: [Cl:1][C:2]1[CH:11]=[C:10]([Cl:12])[CH:9]=[C:8]2[C:3]=1[C:4]([C:15]1[CH:20]=[C:19]([Cl:21])[CH:18]=[CH:17][C:16]=1[O:22]C)=[C:5]([OH:14])[C:6](=[O:13])[NH:7]2.B(Br)(Br)Br.O>C(Cl)Cl>[Cl:1][C:2]1[CH:11]=[C:10]([Cl:12])[CH:9]=[C:8]2[C:3]=1[C:4]([C:15]1[CH:20]=[C:19]([Cl:21])[CH:18]=[CH:17][C:16]=1[OH:22])=[C:5]([OH:14])[C:6](=[O:13])[NH:7]2. Reported procedure: To a suspension of 5,7-dichloro-4-(5-chloro-2-methoxyphenyl)-3-hydroxy-2(1H)-quinolinone (2.22 g, 6.0 mmol) [prepared in Example 1] in methylene chloride was added BBr3 (30 mL, 1.0M solution in methylene chloride, 5.0 equiv.) at -78° C. and the suspension became a clear solution. The solution was stirred under an argon atmosphere at -78° C. for 3 hours then at room temperature for an additional 20 hours. Distilled water (0.5 mL) was added dropwise and stirring continued for 10 minutes. The react... Starting materials: OC1=C(C(=O)OCC)C(=CC=C1)C=C (ethyl 2-hydroxy-6-vinylbenzoate), [OH-].[Na+] (sodium hydroxide), ice water, Cl (hydrochloric acid). The solvent is CO (methanol). The product is OC1=C(C(=O)O)C(=CC=C1)C=C (2-Hydroxy-6-vinylbenzoic acid). Reaction SMILES: [OH:1][C:2]1[CH:12]=[CH:11][CH:10]=[C:9]([CH:13]=[CH2:14])[C:3]=1[C:4]([O:6]CC)=[O:5].[OH-].[Na+].Cl>CO>[OH:1][C:2]1[CH:12]=[CH:11][CH:10]=[C:9]([CH:13]=[CH2:14])[C:3]=1[C:4]([OH:6])=[O:5] |f:1.2|. Procedure: A solution of 3 g of ethyl 2-hydroxy-6-vinylbenzoate (see Example 1a), 150 ml of methanol and 45 ml of 10% by weight sodium hydroxide solution was boiled for 8 h. It was then poured into ice-water at pH 1 (hydrochloric acid) and extracted with ethyl acetate, and the solution was dried over sodium sulfate and evaporated under reduced pressure. Starting materials: C(C)(C)(C)OC(=O)NCC1=CC=C(C(=O)O)C=C1 (4-(tert-butoxycarbonylamino-methyl)-benzoic acid), ON1N=NC2=C1C=CC=C2 (N-hydroxy-benzotriazole), Cl.C(C)N=C=NCCCN(C)C (1-ethyl-3-(3-dimethylaminopropyl)carbodiimide hydrochloride), C(C1=CC=CC=C1)OC=1C=C2C=CC(=CC2=CC1)C1=CC=2N(C(=N1)NC1=CC=C(C=C1)N)N=CC2 (N-[5-(6-benzyloxy-naphthalen-2-yl)-pyrazolo[1,5-c]pyrimidin-7-yl]-benzene-1,4-diamine), C(C1=CC=CC=C1)OC=1C=C2C=CC(=CC2=CC1)C1=CC=2N(C(=N1)NC1=CC=C(C=C1)N)N=CC2 (N-[5-(6-benzyloxy-naphthalen-2-yl)-pyrazolo[1,5-c]pyrimidin-7-yl]-benzene-1,4-diamine). The solvent is CN(C)C=O (DMF), C(C)N(CC)CC (triethylamine). Run at time 0.5 hour. Yields the product C(C)(C)(C)OC(NCC1=CC=C(C=C1)C(NC1=CC=C(C=C1)NC1=NC(=CC=2N1N=CC2)C2=CC1=CC=C(C=C1C=C2)OCC2=CC=CC=C2)=O)=O ((4-{4-[5-(6-Benzyloxy-naphthalen-2-yl)-pyrazolo[1,5-c]pyrimidin-7-ylamino]-phenylcarbamoyl}-benzyl)-carbamic acid tert-butyl ester). Isolated yield 91.2%. RXN SMILES: [C:1]([O:5][C:6]([NH:8][CH2:9][C:10]1[CH:18]=[CH:17][C:13]([C:14]([OH:16])=O)=[CH:12][CH:11]=1)=[O:7])([CH3:4])([CH3:3])[CH3:2].ON1C2C=CC=CC=2N=N1.Cl.C(N=C=NCCCN(C)C)C.[CH2:41]([O:48][C:49]1[CH:50]=[C:51]2[C:56](=[CH:57][CH:58]=1)[CH:55]=[C:54]([C:59]1[N:64]=[C:63]([NH:65][C:66]3[CH:71]=[CH:70][C:69]([NH2:72])=[CH:68][CH:67]=3)[N:62]3[N:73]=[CH:74][CH:75]=[C:61]3[CH:60]=1)[CH:53]=[CH:52]2)[C:42]1[CH:47]=[CH:46][CH:45]=[CH:44][CH:43]=1>CN(C=O)C.C(N(CC)CC)C>[C:1]([O:5][C:6](=[O:7])[NH:8][CH2:9][C:10]1[CH:11]=[CH:12][C:13]([C:14](=[O:16])[NH:72][C:69]2[CH:70]=[CH:71][C:66]([NH:65][C:63]3[N:62]4[N:73]=[CH:74][CH:75]=[C:61]4[CH:60]=[C:59]([C:54]4[CH:53]=[CH:52][C:51]5[C:56](=[CH:57][CH:58]=[C:49]([O:48][CH2:41][C:42]6[CH:43]=[CH:44][CH:45]=[CH:46][CH:47]=6)[CH:50]=5)[CH:55]=4)[N:64]=3)=[CH:67][CH:68]=2)=[CH:17][CH:18]=1)([CH3:2])([CH3:3])[CH3:4] |f:2.3|. Reported procedure: To a solution of 4-(tert-butoxycarbonylamino-methyl)-benzoic acid (251 mg) and N-hydroxy-benzotriazole (HOBt)(153 mg) in DMF (10 ml) are added 1-ethyl-3-(3-dimethylaminopropyl)carbodiimide hydrochloride (EDC)(575 mg) and triethylamine (0.416 ml). The mixture is stirred for 0.5 h at ambient temperature. To this solution is added N-[5-(6-benzyloxy-naphthalen-2-yl)-pyrazolo[1,5-c]pyrimidin-7-yl]-benzene-1,4-diamine (compound B2)(0.38 g). After completion of the reaction the mixture is evaporated at...